Dataset: the Open Reaction Database (ORD), a public repository of structured organic reaction records. Task: describe an organic reaction: reactants, conditions, products, and yield The reactants are CO, COC(=O)N(C)C1=CC(=O)CCC1. Product: COC(=O)N(C)C1CCCC(=O)C1. As a reaction SMILES: [CH3:14][OH:15].[CH3:1][O:2][C:3]([N:4]([C:5]1=[CH:6][C:7](=[O:11])[CH2:8][CH2:9][CH2:10]1)[CH3:12])=[O:13]>>[CH3:1][O:2][C:3]([N:4]([CH:5]1[CH2:6][C:7](=[O:11])[CH2:8][CH2:9][CH2:10]1)[CH3:12])=[O:13].